Dataset: the Open Reaction Database (ORD), a public repository of structured organic reaction records. Task: describe an organic reaction: reactants, conditions, products, and yield Starting materials: IC1=C(N(C(=N1)C1=CC(=CC=C1)OC(F)(F)F)C)C(=O)N1CCC(CC1)N1CCCC1 ([5-iodo-3-methyl-2-(3-trifluoromethoxy-phenyl)-3H-imidazol-4-yl]-(4-pyrrolidin-1-yl-piperidin-1-yl)-methanone), CN(C)C=O (DMF). Reagents/catalysts: [C-]#N.[Zn+2].[C-]#N (zinc cyanide), [Pd].C1(=CC=CC=C1)P(C1=CC=CC=C1)C1=CC=CC=C1.C1(=CC=CC=C1)P(C1=CC=CC=C1)C1=CC=CC=C1.C1(=CC=CC=C1)P(C1=CC=CC=C1)C1=CC=CC=C1.C1(=CC=CC=C1)P(C1=CC=CC=C1)C1=CC=CC=C1 (tetrakis-(triphenylphosphine)-palladium). The product is CN1C(=NC(=C1C(=O)N1CCC(CC1)N1CCCC1)C#N)C1=CC(=CC=C1)OC(F)(F)F (1-Methyl-5-(4-pyrrolidin-1-yl-piperidine-1-carbonyl)-2-(3-trifluoromethoxy-phenyl)-1H-imidazole-4-carbonitrile). RXN SMILES: I[C:2]1[N:6]=[C:5]([C:7]2[CH:12]=[CH:11][CH:10]=[C:9]([O:13][C:14]([F:17])([F:16])[F:15])[CH:8]=2)[N:4]([CH3:18])[C:3]=1[C:19]([N:21]1[CH2:26][CH2:25][CH:24]([N:27]2[CH2:31][CH2:30][CH2:29][CH2:28]2)[CH2:23][CH2:22]1)=[O:20].[CH3:32][N:33](C=O)C>[C-]#N.[Zn+2].[C-]#N.[Pd].C1(P(C2C=CC=CC=2)C2C=CC=CC=2)C=CC=CC=1.C1(P(C2C=CC=CC=2)C2C=CC=CC=2)C=CC=CC=1.C1(P(C2C=CC=CC=2)C2C=CC=CC=2)C=CC=CC=1.C1(P(C2C=CC=CC=2)C2C=CC=CC=2)C=CC=CC=1>[CH3:18][N:4]1[C:3]([C:19]([N:21]2[CH2:26][CH2:25][CH:24]([N:27]3[CH2:31][CH2:30][CH2:29][CH2:28]3)[CH2:23][CH2:22]2)=[O:20])=[C:2]([C:32]#[N:33])[N:6]=[C:5]1[C:7]1[CH:12]=[CH:11][CH:10]=[C:9]([O:13][C:14]([F:17])([F:16])[F:15])[CH:8]=1 |f:2.3.4,5.6.7.8.9|. Reported procedure: In analogy to the procedure described for example 18, [5-iodo-3-methyl-2-(3-trifluoromethoxy-phenyl)-3H-imidazol-4-yl]-(4-pyrrolidin-1-yl-piperidin-1-yl)-methanone (example 19) was reacted with zinc cyanide and tetrakis-(triphenylphosphine)-palladium in DMF to give the title compound as colorless foam. MS: 448.2 (MH+). Reactants: O.O.O.O.O.O.O.O.O=C1C(C(C(C(C1=O)=O)=O)=O)=O (Hexaketocyclohexane octahydrate), C1(=C(C=CC=C1)N)N (1,2-phenylenediamine). Solvent: C(Cl)(Cl)Cl (CHCl3), C(C)(=O)O.C(C)O (acetic acid ethanol). Reaction conditions: temperature 140 celsius. The product is C1=CC=CC2=NC=3C4=NC5=CC=CC=C5N=C4C4=NC5=CC=CC=C5N=C4C3N=C12 (5,6,11,12,17,18-Hexaazatrinaphthylene). The yield is 40.0%. Reaction SMILES: O.O.O.O.O.O.O.O.O=[C:10]1[C:15](=O)[C:14](=O)[C:13](=O)[C:12](=O)[C:11]1=O.[C:21]1([NH2:28])[CH:26]=[CH:25][CH:24]=[CH:23][C:22]=1[NH2:27]>C(O)(=O)C.C(O)C.C(Cl)(Cl)Cl>[CH:10]1[C:15]2[C:14](=[N:27][C:22]3[C:23]4[C:24]([C:25]5[C:26]([C:21]=3[N:28]=2)=[N:28][C:21]2[C:22](=[CH:23][CH:24]=[CH:25][CH:26]=2)[N:27]=5)=[N:28][C:21]2[C:22](=[CH:23][CH:24]=[CH:25][CH:26]=2)[N:27]=4)[CH:13]=[CH:12][CH:11]=1 |f:0.1.2.3.4.5.6.7.8,10.11|. Procedure details: The title compound was synthesized according to a modified literature procedure.30 Hexaketocyclohexane octahydrate (10.0 g, 32.0 mmol) and 1,2-phenylenediamine SM17 (10.4 g, 96.0 mmol) were refluxed in 500 ml of glacial acetic acid:ethanol (1:1) at 140° C. for 24 hours. The reaction mixture was then filtered and washed with ca. 200 ml of hot glacial acid. The solid was then refluxed with 200 ml of 30% nitric acid for 3 hours at 140° C. The yellow solid (12.6 g) was filtered and dried under vacuu... Procedure details: To 32.4 g (0.1 mol) of 2,5-dibromohydroquinone diethyl ether were successively added 160 ml of diether ether, 2.8 g (0.4 gram-atom) of metallic lithium and 21.7 g (0.2 mol) of trimethylsilyl chloride, and the mixture was stirred under a nitrogen stream at 20° to 23° C. 27.4 g (0.2 mol) of butyl bromide was added dropwise to the mixture over a period of 1 hour, and the stirring was continued for an additional one hour while heating at 35° C. After cooling with ice, 50 ml of methanol was added the... Conditions: temperature 35 celsius, time 1 hour. The product is C(C)OC1=C(C=C(OCC)C(=C1)[Si](C)(C)C)[Si](C)(C)C (2,5-bis(trimethylsilyl)hydroquinone diethyl ether). The solvent is CO (methanol), O (water). The yield is 49.9%. Starting materials: C(CCC)Br (butyl bromide), C(C)OC1=C(C=C(OCC)C(=C1)Br)Br (2,5-dibromohydroquinone diethyl ether), C[Si](C)(C)Cl (trimethylsilyl chloride), diether ether, [Li] (lithium). As a reaction SMILES: [CH2:1]([O:3][C:4]1[CH:12]=[C:11](Br)[C:7]([O:8][CH2:9][CH3:10])=[CH:6][C:5]=1Br)[CH3:2].[Li].[CH3:16][Si:17](Cl)([CH3:19])[CH3:18].C(Br)CCC>O.CO>[CH2:1]([O:3][C:4]1[CH:12]=[C:11]([Si:17]([CH3:19])([CH3:18])[CH3:16])[C:7]([O:8][CH2:9][CH3:10])=[CH:6][C:5]=1[Si:17]([CH3:19])([CH3:18])[CH3:16])[CH3:2] |^1:14|. Starting materials: Cc1noc(C)c1Cn1cc(NC(=O)NCCCCl)cn1, [H-], [Na+], CN(C)C=O. Product: Cc1noc(C)c1Cn1cc(N2CCCNC2=O)cn1. Reaction SMILES: [Cl:1][CH2:2][CH2:3][CH2:4][NH:5][C:6](=[O:7])[NH:8][c:9]1[cH:10][n:11][n:12]([CH2:14][c:15]2[c:16]([CH3:21])[n:17][o:18][c:19]2[CH3:20])[cH:13]1.[H-:22].[Na+:23].[O:24]=[CH:25][N:26]([CH3:27])[CH3:28]>>[CH2:2]1[CH2:3][CH2:4][NH:5][C:6](=[O:7])[N:8]1[c:9]1[cH:10][n:11][n:12]([CH2:14][c:15]2[c:16]([CH3:21])[n:17][o:18][c:19]2[CH3:20])[cH:13]1. Starting materials: C1(O)=CC(O)=CC=C1 (resorcinol), N1=C(Cl)N=C(Cl)N=C1Cl (cyanuric chloride), [Cl-].[Al+3].[Cl-].[Cl-] (aluminum chloride), C1(=CC=CC=C1)OC1=CC=CC=C1 (phenyl ether). Solvent: ClC1=C(C=CC=C1)Cl (o-dichlorobenzene). Run at time 4 hour. The product is OC1=C(C=CC(=C1)O)C1=NC(=NC(=N1)C1=C(C=C(C=C1)O)O)C1=CC=C(C=C1)OC1=CC=CC=C1 (2,4-bis(2,4-dihyroxyphenyl)-6-(4-phenoxyphenyl)-1,3,5-triazine). The yield is 10.1%. RXN SMILES: [N:1]1[C:8](Cl)=[N:7][C:5](Cl)=[N:4][C:2]=1Cl.[Cl-].[Al+3].[Cl-].[Cl-].[C:14]1([O:20][C:21]2[CH:26]=[CH:25][CH:24]=[CH:23][CH:22]=2)[CH:19]=[CH:18][CH:17]=[CH:16][CH:15]=1.[C:27]1([CH:34]=[CH:33][CH:32]=[C:30]([OH:31])[CH:29]=1)[OH:28]>ClC1C=CC=CC=1Cl>[OH:28][C:27]1[CH:29]=[C:30]([OH:31])[CH:32]=[CH:33][C:34]=1[C:2]1[N:4]=[C:5]([C:32]2[CH:33]=[CH:34][C:27]([OH:28])=[CH:29][C:30]=2[OH:31])[N:7]=[C:8]([C:24]2[CH:23]=[CH:22][C:21]([O:20][C:14]3[CH:15]=[CH:16][CH:17]=[CH:18][CH:19]=3)=[CH:26][CH:25]=2)[N:1]=1 |f:1.2.3.4|. Reported procedure: To a stirring mixture of 9 gm of cyanuric chloride, 20 gm of aluminum chloride in 50 mL of o-dichlorobenzene was added 8.5 gm of phenyl ether followed by 11 gm of resorcinol. The reaction mixture was first stirred at room temperature and then gradually heated to 110-115° C., and then held for 4 hr at this temperature. The heating was discontinued, and the reaction mixture quenched with water. O-Dichlorobenzene was removed azeotropically from the product mixture, the precipitated material filtere... The product is C1(CCN2CCCC12)CO ((Hexahydropyrrolizin-1-yl)methanol). Procedure: Lithiumaluminumhydride (0.3 g) was added to a solution of hexahydropyrrolizine-1-carboxylic acid ethyl ester (0.97 g) in THF (3 ml). After 12 hours, the reaction mixture was diluted with diethyl ether and hydrolyzed by cautious addition of water (0.7 ml). The resulting precipitate was filtered off and the filtrate was concentrated. The product with the molecular weight of 141.21 (C8H15NO); MS (ESI): 142 (M+H+) was obtained in this way. Run at time 12 hour. Solvent: C1CCOC1 (THF), C(C)OCC (diethyl ether), O (water). RXN SMILES: C([O:3][C:4]([CH:6]1[CH:13]2[N:9]([CH2:10][CH2:11][CH2:12]2)[CH2:8][CH2:7]1)=O)C>C1COCC1.C(OCC)C.O>[CH:6]1([CH2:4][OH:3])[CH:13]2[N:9]([CH2:10][CH2:11][CH2:12]2)[CH2:8][CH2:7]1. The reactants are C(C)OC(=O)C1CCN2CCCC12 (hexahydropyrrolizine-1-carboxylic acid ethyl ester). Starting materials: Br, COC(=O)N1CCC(c2cc(=O)[nH]o2)CC1c1ccc(C(F)(F)F)nc1. Yields the product O=c1cc(C2CCNC(c3ccc(C(F)(F)F)nc3)C2)o[nH]1. RXN SMILES: [BrH:27].[O:1]=[c:2]1[nH:3][o:4][c:5]([CH:7]2[CH2:8][CH:9]([c:17]3[cH:18][n:19][c:20]([C:23]([F:24])([F:25])[F:26])[cH:21][cH:22]3)[N:10]([C:13]([O:14][CH3:15])=[O:16])[CH2:11][CH2:12]2)[cH:6]1>>[O:1]=[c:2]1[nH:3][o:4][c:5]([CH:7]2[CH2:8][CH:9]([c:17]3[cH:18][n:19][c:20]([C:23]([F:24])([F:25])[F:26])[cH:21][cH:22]3)[NH:10][CH2:11][CH2:12]2)[cH:6]1. Reactants: BrC1=C(C=C(C=C1)[C@H]1C[C@H](C1)O)F (3-(4-Bromo-3-fluoro-phenyl)-cis-cyclobutanol), product, N (NH3). The product is BrC1=C(C=C(C=C1)[C@@H]1C[C@H](C1)N1[C@@H](CCC1)C)F (1-[3-(4-Bromo-3-fluoro-phenyl)-trans-cyclobutyl]-(2R)-2-methyl-pyrrolidine). As a reaction SMILES: [Br:1][C:2]1[CH:7]=[CH:6][C:5]([C@@H:8]2[CH2:11][C@H:10](O)[CH2:9]2)=[CH:4][C:3]=1[F:13].[NH3:14]>>[Br:1][C:2]1[CH:7]=[CH:6][C:5]([C@H:8]2[CH2:11][C@H:10]([N:14]3[CH2:6][CH2:7][CH2:2][C@H:3]3[CH3:4])[CH2:9]2)=[CH:4][C:3]=1[F:13]. Procedure: The title compound was prepared using the procedure described in Example 1B except substituting the product from Example 22C for the product from Example 1A. 1H NMR (300 MHz, CD3OD) δ 1.12 (d, J=6 Hz, 3 H), 1.48 (m, 1 H), 1.78 (m, 2 H), 2.00 (m, 1 H), 2.23 (m, 1 H), 2.36 (m, 2 H), 2.59 (m, 3 H), 3 H), 3.03 (m, 1 H), 3.34 (m, 1 H), 3.48 (m, 1 H), 7.06 (dd, J=9 Hz, J=3 Hz, 1 H), 7.17 (dd, J=9 Hz, J=3 Hz, 1 H), 7.53 (t, J=9 Hz, 1 H); (DCl/NH3) m/z 312 (M+H)+. Starting materials: Cl (hydrochloric acid), methyl ester, C(CCC)C1=CC=C(C=C1)NS(=O)(=O)C1=C(C=CC=C1)C(=O)OC (N-(p-n-butylphenyl)-o-carbomethoxy benzene sulfonamide), [OH-].[Na+] (sodium hydroxide). The solvent is O (water), O (water), O (water). Run at temperature 85 celsius. Product: C(CCC)C1=CC=C(C=C1)NS(=O)(=O)C1=C(C=CC=C1)C(=O)O (N-(p-n-butylphenyl)-o-carboxybenzene sulfonamide). RXN SMILES: Cl.[CH2:2]([C:6]1[CH:11]=[CH:10][C:9]([NH:12][S:13]([C:16]2[CH:21]=[CH:20][CH:19]=[CH:18][C:17]=2[C:22]([O:24]C)=[O:23])(=[O:15])=[O:14])=[CH:8][CH:7]=1)[CH2:3][CH2:4][CH3:5].[OH-].[Na+]>O>[CH2:2]([C:6]1[CH:7]=[CH:8][C:9]([NH:12][S:13]([C:16]2[CH:21]=[CH:20][CH:19]=[CH:18][C:17]=2[C:22]([OH:24])=[O:23])(=[O:15])=[O:14])=[CH:10][CH:11]=1)[CH2:3][CH2:4][CH3:5] |f:2.3|. Procedure details: Reaction scheme II is carried out by slowly adding the cooled reaction mixture into a 4 liter beaker containing 250 ml water and 300 ml of hydrochloric acid (37%), and equipped with an efficient stirrer, taking care that the mixture does not foam over. The dispersion is chilled in a refrigerator over night. The crude N-(p-n-butylphenyl)-o-carbomethoxy benzene sulfonamide settles on the bottom of the beaker as a brownish, viscous mass. The water layer is poured off and replaced by a solution of 8... RXN SMILES: [CH:1]1([CH2:6][C:7]([NH:9][C:10]2[CH:18]=[C:17]3[C:13]([C:14]([OH:32])=[N:15][N:16]3[CH2:19][C:20]3[CH:29]=[CH:28][C:23]([C:24]([O:26][CH3:27])=[O:25])=[CH:22][C:21]=3[O:30][CH3:31])=[CH:12][CH:11]=2)=[O:8])[CH2:5][CH2:4][CH2:3][CH2:2]1.[CH2:33](Br)[CH:34]=[CH2:35].[H-].[Na+].C(N1C(=O)C2C(=CC(NC(=O)CC3CCCC3)=CC=2)N1CC1C=CC(C(OC)=O)=CC=1OC)C=C>CN(C)C=O>[CH2:35]([O:32][C:14]1[C:13]2[C:17](=[CH:18][C:10]([NH:9][C:7](=[O:8])[CH2:6][CH:1]3[CH2:2][CH2:3][CH2:4][CH2:5]3)=[CH:11][CH:12]=2)[N:16]([CH2:19][C:20]2[CH:29]=[CH:28][C:23]([C:24]([O:26][CH3:27])=[O:25])=[CH:22][C:21]=2[O:30][CH3:31])[N:15]=1)[CH:34]=[CH2:33] |f:2.3|. The product is C(C=C)OC1=NN(C2=CC(=CC=C12)NC(CC1CCCC1)=O)CC1=C(C=C(C(=O)OC)C=C1)OC (methyl 4-[3-allyloxy-6-(2-cyclopentylacetamido)indazol-1-ylmethyl]-3-methoxybenzoate). The solvent is CN(C=O)C (N,N-dimethylformamide). The reactants are ester methyl 4-[2-allyl-6-(2-cyclopentylacetamido)-3-oxo-2H,3H-indazol-1-ylmethyl]-3-methoxybenzoate, C(C=C)N1N(C2=CC(=CC=C2C1=O)NC(CC1CCCC1)=O)CC1=C(C=C(C(=O)OC)C=C1)OC (methyl 4-[2-allyl-6-(2-cyclopentylacetamido)-3-oxo-2H,3H-indazol-1-ylmethyl]-3-methoxybenzoate), C1(CCCC1)CC(=O)NC1=CC=C2C(=NN(C2=C1)CC1=C(C=C(C(=O)OC)C=C1)OC)O (methyl 4-[6-(2-cyclopentylacetamido)-3-hydroxyindazol-1-ylmethyl]-3-methoxybenzoate), C(C=C)Br (allyl bromide), [H-].[Na+] (sodium hydride). Procedure: The starting ester methyl 4-[2-allyl-6-(2-cyclopentylacetamido)-3-oxo-2H,3H-indazol-1-ylmethyl]-3-methoxybenzoate was itself prepared as follows. Using a similar procedure to that described in Example 42, except starting from methyl 4-[6-(2-cyclopentylacetamido)-3-hydroxyindazol-1-ylmethyl]-3-methoxybenzoate (that is, reaction of this compound with allyl bromide in N,N-dimethylformamide in the presence of sodium hydride), a mixture of methyl 4-[2-allyl-6-(2-cyclopentylacetamido)-3-oxo-2H,3H-inda...